From a dataset of the Open Reaction Database (ORD), a public repository of structured organic reaction records. describe an organic reaction: reactants, conditions, products, and yield Reactants: C(C)(=O)OC1C(C(=CC(N1)=O)C=1C=C(C=CC1)C)C1=CC=NC=C1 (6-acetoxy-4-m-tolyl-5,6-dihydro-1H-[5,4′]bipyridinyl-2-one), [Li+].[OH-] (LiOH). The solvent is C1CCOC1 (THF), O (water). Reaction conditions: time 10 minute. Product: OC1C(C(=CC(N1)=O)C=1C=C(C=CC1)C)C1=CC=NC=C1 (6-hydroxy-4-m-tolyl-5,6-dihydro-1H-[5,4′]bipyridinyl-2-one). As a reaction SMILES: C([O:4][CH:5]1[NH:10][C:9](=[O:11])[CH:8]=[C:7]([C:12]2[CH:13]=[C:14]([CH3:18])[CH:15]=[CH:16][CH:17]=2)[CH:6]1[C:19]1[CH:24]=[CH:23][N:22]=[CH:21][CH:20]=1)(=O)C.[Li+].[OH-]>C1COCC1.O>[OH:4][CH:5]1[NH:10][C:9](=[O:11])[CH:8]=[C:7]([C:12]2[CH:13]=[C:14]([CH3:18])[CH:15]=[CH:16][CH:17]=2)[CH:6]1[C:19]1[CH:20]=[CH:21][N:22]=[CH:23][CH:24]=1 |f:1.2|. Reported procedure: To a solution of 6-acetoxy-4-m-tolyl-5,6-dihydro-1H-[5,4′]bipyridinyl-2-one (200 mg, 0.6 mmole) in THF (2 mL) and water (2 mL) at r.t. was added LiOH (51 mg, 1.2 mmole) in one portion. The reaction mixture was stirred at that temperature for 10 min before quenching the mixture with aqueous NH4Cl. The reaction was quenched with 1.45 mL of 1N HCl the resulting white precipitate was filtered, rinsed with water and dried to give the title compound as a white solid. Procedure details: In a 5 ml round-bottomed flask, (2-amino-5-chlorophenyl)(phenyl)methanone (100 mg, 432 μmol, Eq: 1.00) and methyl 3-cyclopropyl-3-oxopropanoate (79.8 mg, 561 μmol, Eq: 1.3) were combined with EtOH (1.5 ml) to give a light yellow solution. Ytterbium triflate (26.9 mg, 43.2 μmol, Eq: 0.1) was added. The mixture was stirred at room temperature overnight, upon which a white precipitate formed. The precipitate was filtered and washed with ethanol to provide the title compound (67 mg, 46%) as a white ... The solvent is CCO (EtOH). As a reaction SMILES: [NH2:1][C:2]1[CH:7]=[CH:6][C:5]([Cl:8])=[CH:4][C:3]=1[C:9]([C:11]1[CH:16]=[CH:15][CH:14]=[CH:13][CH:12]=1)=O.[CH:17]1([C:20](=O)[CH2:21][C:22]([O:24][CH3:25])=[O:23])[CH2:19][CH2:18]1.[O-]S(C(F)(F)F)(=O)=O.[Yb+3].[O-]S(C(F)(F)F)(=O)=O.[O-]S(C(F)(F)F)(=O)=O>CCO>[CH3:25][O:24][C:22]([C:21]1[C:20]([CH:17]2[CH2:19][CH2:18]2)=[N:1][C:2]2[C:3]([C:9]=1[C:11]1[CH:16]=[CH:15][CH:14]=[CH:13][CH:12]=1)=[CH:4][C:5]([Cl:8])=[CH:6][CH:7]=2)=[O:23] |f:2.3.4.5|. Reaction conditions: time 8 hour. Yields the product COC(=O)C=1C(=NC2=CC=C(C=C2C1C1=CC=CC=C1)Cl)C1CC1 (6-Chloro-2-cyclopropyl-4-phenyl-quinoline-3-carboxylic acid methyl ester). Starting materials: NC1=C(C=C(C=C1)Cl)C(=O)C1=CC=CC=C1 ((2-amino-5-chlorophenyl)(phenyl)methanone), C1(CC1)C(CC(=O)OC)=O (methyl 3-cyclopropyl-3-oxopropanoate), [O-]S(=O)(=O)C(F)(F)F.[Yb+3].[O-]S(=O)(=O)C(F)(F)F.[O-]S(=O)(=O)C(F)(F)F (Ytterbium triflate). Yield: 45.9%.